From a dataset of the Open Reaction Database (ORD), a public repository of structured organic reaction records. describe an organic reaction: reactants, conditions, products, and yield Product: O=C(O)CNc1cc(O)c(O)cc1Cl. Reactants: O=CC(=O)O, N, Oc1ccc(Cl)cc1O. As a reaction SMILES: [C:2]([CH:3]=[O:4])(=[O:5])[OH:6].[NH3:1].[OH:7][c:8]1[cH:9][cH:10][c:11]([Cl:12])[cH:13][c:14]1[OH:15]>>[NH:1]([CH2:3][C:2](=[O:5])[OH:6])[c:10]1[cH:9][c:8]([OH:7])[c:14]([OH:15])[cH:13][c:11]1[Cl:12]. Procedure details: Following the procedure described for Intermediate 32 with 4-bromo-2-[3-(4-morpholinyl)phenyl]-1-(phenylsulfonyl)-1H-pyrrolo[2,3-b]pyridine. Using this product crude and following the procedure in Intermediate 100 using N′-[4-(4-bromo-1-ethyl-1H-pyrazol-3-yl)phenyl]-N,N-dimethylurea provided the title product. ESMS [M+H]+: 676.4 As a reaction SMILES: Br[C:2]1[CH:7]=[CH:6][N:5]=[C:4]2[N:8]([S:23]([C:26]3[CH:31]=[CH:30][CH:29]=[CH:28][CH:27]=3)(=[O:25])=[O:24])[C:9]([C:11]3[CH:16]=[CH:15][CH:14]=[C:13]([N:17]4[CH2:22][CH2:21][O:20][CH2:19][CH2:18]4)[CH:12]=3)=[CH:10][C:3]=12.Br[C:33]1[C:34]([C:40]2[CH:45]=[CH:44][C:43]([NH:46][C:47](=[O:51])[N:48]([CH3:50])[CH3:49])=[CH:42][CH:41]=2)=[N:35][N:36]([CH2:38][CH3:39])[CH:37]=1>>[CH2:38]([N:36]1[CH:37]=[C:33]([C:2]2[CH:7]=[CH:6][N:5]=[C:4]3[N:8]([S:23]([C:26]4[CH:31]=[CH:30][CH:29]=[CH:28][CH:27]=4)(=[O:25])=[O:24])[C:9]([C:11]4[CH:16]=[CH:15][CH:14]=[C:13]([N:17]5[CH2:18][CH2:19][O:20][CH2:21][CH2:22]5)[CH:12]=4)=[CH:10][C:3]=23)[C:34]([C:40]2[CH:45]=[CH:44][C:43]([NH:46][C:47](=[O:51])[N:48]([CH3:50])[CH3:49])=[CH:42][CH:41]=2)=[N:35]1)[CH3:39]. Yields the product C(C)N1N=C(C(=C1)C1=C2C(=NC=C1)N(C(=C2)C2=CC(=CC=C2)N2CCOCC2)S(=O)(=O)C2=CC=CC=C2)C2=CC=C(C=C2)NC(N(C)C)=O (N′-(4-{1-ethyl-4-[2-[3-(4-morpholinyl)phenyl]-1-(phenylsulfonyl)-1H-pyrrolo[2,3-b]pyridin-4-yl]-1H-pyrazol-3-yl}phenyl)-N,N-dimethylurea). Reactants: Intermediate 32, BrC=1C(=NN(C1)CC)C1=CC=C(C=C1)NC(N(C)C)=O (N′-[4-(4-bromo-1-ethyl-1H-pyrazol-3-yl)phenyl]-N,N-dimethylurea), BrC1=C2C(=NC=C1)N(C(=C2)C2=CC(=CC=C2)N2CCOCC2)S(=O)(=O)C2=CC=CC=C2 (4-bromo-2-[3-(4-morpholinyl)phenyl]-1-(phenylsulfonyl)-1H-pyrrolo[2,3-b]pyridine), Intermediate 100. Reactants: B, C1CCOC1, Cc1ccccc1, CCOC(C)=O, CC(C)(C)OC(=O)N1CCCC(C(=O)c2cccc(Cl)c2)C1. Yields the product CC(C)(C)OC(=O)N1CCCC(C(O)c2cccc(Cl)c2)C1. As a reaction SMILES: [BH3:30].[CH2:31]1[O:32][CH2:33][CH2:34][CH2:35]1.[CH3:23][c:24]1[cH:25][cH:26][cH:27][cH:28][cH:29]1.[CH3:36][CH2:37][O:38][C:39](=[O:40])[CH3:41].[Cl:1][c:2]1[cH:3][c:4]([C:5](=[O:6])[CH:7]2[CH2:8][N:9]([C:13](=[O:14])[O:15][C:16]([CH3:17])([CH3:18])[CH3:19])[CH2:10][CH2:11][CH2:12]2)[cH:20][cH:21][cH:22]1>>[Cl:1][c:2]1[cH:3][c:4]([CH:5]([OH:6])[CH:7]2[CH2:8][N:9]([C:13](=[O:14])[O:15][C:16]([CH3:17])([CH3:18])[CH3:19])[CH2:10][CH2:11][CH2:12]2)[cH:20][cH:21][cH:22]1. The reactants are C(C)OC=1C=C(C(=O)O)C=CC1OCC (3,4-diethoxybenzoic acid), [F-].C(CCC)[N+](CCCC)(CCCC)CCCC (tetra-n-butylammonium fluoride), ONC(=N)C=1C=CC2=C(C=C(O2)CO)C1 (N-Hydroxy-2-(hydroxymethyl)benzofuran-5-carboximidamide), hydrochloride salt, C(C)N=C=NCCCN(C)C (1-ethyl-3-(3-dimethylaminopropyl) carbodiimide). Solvent: O1CCCC1 (terahydrofuran), CS(=O)C (dimethylsulfoxide). Reaction conditions: temperature 120 celsius, time 1 hour. Yields the product C(C)OC=1C=C(C=CC1OCC)C1=NC(=NO1)C=1C=CC2=C(C=C(O2)C(C)O)C1 ((5-(5-(3,4-Diethoxyphenyl)-1,2,4-oxadiazol-3-yl)benzofuran-2-yl)ethanol). Isolated yield 34.0%. As a reaction SMILES: [CH2:1]([O:3][C:4]1[CH:5]=[C:6]([CH:10]=[CH:11][C:12]=1[O:13][CH2:14][CH3:15])[C:7]([OH:9])=O)[CH3:2].O[NH:17][C:18]([C:20]1[CH:21]=[CH:22][C:23]2[O:27][C:26]([CH2:28][OH:29])=[CH:25][C:24]=2[CH:30]=1)=[NH:19].[CH2:31](N=C=NCCCN(C)C)C.[F-].C([N+](CCCC)(CCCC)CCCC)CCC>CS(C)=O.O1CCCC1>[CH2:1]([O:3][C:4]1[CH:5]=[C:6]([C:7]2[O:9][N:19]=[C:18]([C:20]3[CH:21]=[CH:22][C:23]4[O:27][C:26]([CH:28]([OH:29])[CH3:31])=[CH:25][C:24]=4[CH:30]=3)[N:17]=2)[CH:10]=[CH:11][C:12]=1[O:13][CH2:14][CH3:15])[CH3:2] |f:3.4|. Procedure details: A mixture of 3,4-diethoxybenzoic acid (0.21 g; 1 mmol), the product of Step C (0.2 g; 0.97 mmol) and hydrochloride salt of 1-ethyl-3-(3-dimethylaminopropyl) carbodiimide (EDC) (0.22 g; 1.15 mmol) in anhydrous dimethylsulfoxide (DMSO) (2 ml) was stirred for 20 min at ˜40° C. under N2. To it 1M tetra-n-butylammonium fluoride (TBAF) in terahydrofuran (THF) (0.4 ml) was added and the resulting mixture was stirred for 1 h at ˜120° C., then overnight at room temperature. The solvents were removed in v... Product: ClCC=1N=C(SC1)C=1N=CN2C1CN(C(C1=C2C=CC(=C1)F)=O)C (3-(4-chloromethyl-thiazol-2-yl)-8-fluoro-5-methyl-5,6-dihydro-4H-imidazo[1,5-a][1,4]benzodiazepin-6-one). Yield: 57.4%. The solvent is O1CCOCC1 (dioxan). RXN SMILES: [F:1][C:2]1[CH:3]=[CH:4][C:5]2[N:11]3[CH:12]=[N:13][C:14]([C:15](=[S:17])[NH2:16])=[C:10]3[CH2:9][N:8]([CH3:18])[C:7](=[O:19])[C:6]=2[CH:20]=1.[Cl:21][CH2:22][C:23](=O)[CH2:24]Cl>O1CCOCC1>[Cl:21][CH2:22][C:23]1[N:16]=[C:15]([C:14]2[N:13]=[CH:12][N:11]3[C:5]4[CH:4]=[CH:3][C:2]([F:1])=[CH:20][C:6]=4[C:7](=[O:19])[N:8]([CH3:18])[CH2:9][C:10]=23)[S:17][CH:24]=1. The reactants are FC=1C=CC2=C(C(N(CC=3N2C=NC3C(N)=S)C)=O)C1 (8-fluoro-5-methyl-6-oxo-5,6-dihydro-4H-imidazo[1,5-a][1,4]benzodiazepine-3-thiocarboxamide), ClCC(CCl)=O (1,3-dichloro-2-propanone). Procedure: A suspension of 4.51 g (0.0155 mol) of 8-fluoro-5-methyl-6-oxo-5,6-dihydro-4H-imidazo[1,5-a][1,4]benzodiazepine-3-thiocarboxamide in 100 ml of dioxan was treated with 2.16 g (0.0171 mol) of 1,3-dichloro-2-propanone, The suspension was boiled at reflux for 41 hrs., cooled and completely freed from the solvents. The residue was chromatographed over silica gel with dichloromethane/ethyl acetate 1:1 as the eluent and recrystallized from hot ethyl acetate. There were obtained 3.23 g (57%) of 3-(4-chl... The reactants are CC#N, CO, O=C(Cl)CCl, Cc1nc2cccc(N)c2c(=O)n1C1CCC(=O)NC1=O. Product: Cc1nc2cccc(NC(=O)CCl)c2c(=O)n1C1CCC(=O)NC1=O. Reaction SMILES: [CH3:27][C:28]#[N:29].[CH3:30][OH:31].[Cl:22][CH2:23][C:24](=[O:25])[Cl:26].[NH2:1][c:2]1[c:3]2[c:4](=[O:21])[n:5]([CH:13]3[C:14](=[O:20])[NH:15][C:16](=[O:19])[CH2:17][CH2:18]3)[c:6]([CH3:12])[n:7][c:8]2[cH:9][cH:10][cH:11]1>>[NH:1]([c:2]1[c:3]2[c:4](=[O:21])[n:5]([CH:13]3[C:14](=[O:20])[NH:15][C:16](=[O:19])[CH2:17][CH2:18]3)[c:6]([CH3:12])[n:7][c:8]2[cH:9][cH:10][cH:11]1)[C:24]([CH2:23][Cl:22])=[O:25]. The solvent is N1=CC=CC=C1 (pyridine), [OH-].[NH4+] (ammonium hydroxide), C(C)N(CC)CC (triethylamine). Procedure: 32 g Trimethyl phosphine was added over 2 hours to 19 g [3-((1R,3R)-3-azido-indan-1-yl)-5-chloro-indol-1-yl]-phosphonic acid diphenyl ester in 100 mL pyridine and 36 mL 9N ammonium hydroxide at room temperature. The reaction mixture was stirred over night at room temperature and concentrated in vacuo. Ethyl acetate and water were added. The mixture was made basic with aqueous NaOH and filtered. The organic phase was concentrated in vacuo and was dissolved in ethyl acetate again. The ethyl acetat... The reactants are CP(C)C (Trimethyl phosphine), C1(=CC=CC=C1)OP(OC1=CC=CC=C1)(=O)N1C=C(C2=CC(=CC=C12)Cl)[C@@H]1C[C@H](C2=CC=CC=C12)N=[N+]=[N-] ([3-((1R,3R)-3-azido-indan-1-yl)-5-chloro-indol-1-yl]-phosphonic acid diphenyl ester), CO (methanol), C(C)(=O)OCC (ethyl acetate). Yields the product ClC=1C=C2C(=CNC2=CC1)[C@@H]1C[C@H](C2=CC=CC=C12)N ((1R,3R)-3-(5-chloro-1H-indol-3-yl)-indan-1-ylamine). As a reaction SMILES: CP(C)C.C1(OP([N:21]2[C:29]3[C:24](=[CH:25][C:26]([Cl:30])=[CH:27][CH:28]=3)[C:23]([C@H:31]3[C:39]4[C:34](=[CH:35][CH:36]=[CH:37][CH:38]=4)[C@H:33]([N:40]=[N+]=[N-])[CH2:32]3)=[CH:22]2)(=O)OC2C=CC=CC=2)C=CC=CC=1.C(OCC)(=O)C.CO>N1C=CC=CC=1.[OH-].[NH4+].C(N(CC)CC)C>[Cl:30][C:26]1[CH:25]=[C:24]2[C:29](=[CH:28][CH:27]=1)[NH:21][CH:22]=[C:23]2[C@H:31]1[C:39]2[C:34](=[CH:35][CH:36]=[CH:37][CH:38]=2)[C@H:33]([NH2:40])[CH2:32]1 |f:5.6|.